Task: describe an organic reaction: reactants, conditions, products, and yield. Dataset: the Open Reaction Database (ORD), a public repository of structured organic reaction records RXN SMILES: [Cl:1][C:2]1[CH:10]=[CH:9][CH:8]=[C:7]2[C:3]=1[CH:4]=[CH:5][N:6]2[C@@H:11]1[O:28][C@H:27]([CH2:29][O:30][C:31](=[O:33])[CH3:32])[C@@H:22]([O:23][C:24](=[O:26])[CH3:25])[C@H:17]([O:18][C:19](=[O:21])[CH3:20])[C@H:12]1[O:13][C:14](=[O:16])[CH3:15].[Cl:34][C:35]1[CH:43]=[CH:42][C:38]([C:39](Cl)=[O:40])=[CH:37][CH:36]=1>>[Cl:34][C:35]1[CH:43]=[CH:42][C:38]([C:39]([C:4]2[C:3]3[C:7](=[CH:8][CH:9]=[CH:10][C:2]=3[Cl:1])[N:6]([C@@H:11]3[O:28][C@H:27]([CH2:29][O:30][C:31](=[O:33])[CH3:32])[C@@H:22]([O:23][C:24](=[O:26])[CH3:25])[C@H:17]([O:18][C:19](=[O:21])[CH3:20])[C@H:12]3[O:13][C:14](=[O:16])[CH3:15])[CH:5]=2)=[O:40])=[CH:37][CH:36]=1. Reported procedure: 4-Chloro-1-(2,3,4,6-tetra-O-acetyl-β-D-glucopyranosyl)-indole obtained in Example 1-(3) and 4-chlorobenzoyl chloride were treated in a manner similar to Example 2-(4) to give 4-chloro-1-(2,3,4,6-tetra-O-acetyl-β-D-glucopyranosyl)-indol-3-yl 4-chlorophenyl ketone as a colorless powder. APCI-Mass m/Z 620/622 (M+H). 1H-NMR (DMSO-d6) δ 1.69 (s, 3H), 1.97 (s, 3H), 1.98 (s, 3H), 2.04 (s, 3H), 4.11 (br-d, J=4.2 Hz, 2H), 4.30 (m, 1H), 5.28 (t, J=9.8 Hz, 1H), 5.53 (t, J=9.6 Hz, 1H), 5.73 (t, J=9.4 Hz, 1H... Reactants: ClC1=C2C=CN(C2=CC=C1)[C@H]1[C@H](OC(C)=O)[C@@H](OC(C)=O)[C@H](OC(C)=O)[C@H](O1)COC(C)=O (4-Chloro-1-(2,3,4,6-tetra-O-acetyl-β-D-glucopyranosyl)-indole), ClC1=CC=C(C(=O)Cl)C=C1 (4-chlorobenzoyl chloride). Product: ClC1=CC=C(C=C1)C(=O)C1=CN(C2=CC=CC(=C12)Cl)[C@H]1[C@H](OC(C)=O)[C@@H](OC(C)=O)[C@H](OC(C)=O)[C@H](O1)COC(C)=O (4-chloro-1-(2,3,4,6-tetra-O-acetyl-β-D-glucopyranosyl)-indol-3-yl 4-chlorophenyl ketone).